Dataset: the Open Reaction Database (ORD), a public repository of structured organic reaction records. Task: describe an organic reaction: reactants, conditions, products, and yield Reactants: FC=1C=C2CC(NC2=CC1)=O (5-fluoro-1,3-dihydro-indol-2-one), N1CCCCC1 (piperidine), OC(CN1C(C2=C(CCC1)NC(=C2C)C=O)=O)CN2CCOCC2.FC=2C=C1/C(/C(NC1=CC2)=O)=C/C2=C(C=1C(N(CCCC1N2)C[C@@H](CN2CCOCC2)O)=O)C ((R,Z)-2-(5-Fluoro-2-oxo-1,2-dihydro-indol-3-ylidenemethyl)-5-(2-hydroxy-3-morpholin-4-yl-propyl)-3-methyl-5,6,7,8-tetrahydro-1H-pyrrolo[3,2-c]azepin-4-one 5-(2-Hydroxy-3-morpholin-4-yl-propyl)-3-methyl-4-oxo-1,4,5,6,7,8-hexahydro-pyrrolo[3,2-c]azepine-2-carbaldehyde). Solvent: C(C)O (ethanol). Yields the product FC=1C=C2/C(/C(NC2=CC1)=O)=C/C1=C(C=2C(N(CCCC2N1)C[C@@H](CN1CCOCC1)O)=O)C ((R,Z)-2-(5-fluoro-2-oxo-1,2-dihydro-indol-3-ylidenemethyl)-5-(2-hydroxy-3-morpholin-4-yl-propyl)-3-methyl-5,6,7,8-tetrahydro-1H-pyrrolo[3,2-c]azepin-4-one). Isolated yield 57298.7%. RXN SMILES: OC(CN1CCOCC1)CN1CCCC2NC(C=O)=C(C)C=2C1=O.[F:25][C:26]1[CH:27]=[C:28]2[C:32](=[CH:33][CH:34]=1)[NH:31][C:30](=[O:35])/[C:29]/2=[CH:36]\[C:37]1[NH:46][C:45]2[CH2:44][CH2:43][CH2:42][N:41]([CH2:47][C@H:48]([OH:56])[CH2:49][N:50]3[CH2:55][CH2:54][O:53][CH2:52][CH2:51]3)[C:40](=[O:57])[C:39]=2[C:38]=1[CH3:58].FC1C=C2C(=CC=1)NC(=O)C2.N1CCCCC1>C(O)C>[F:25][C:26]1[CH:27]=[C:28]2[C:32](=[CH:33][CH:34]=1)[NH:31][C:30](=[O:35])/[C:29]/2=[CH:36]\[C:37]1[NH:46][C:45]2[CH2:44][CH2:43][CH2:42][N:41]([CH2:47][C@H:48]([OH:56])[CH2:49][N:50]3[CH2:51][CH2:52][O:53][CH2:54][CH2:55]3)[C:40](=[O:57])[C:39]=2[C:38]=1[CH3:58] |f:0.1|. Procedure: (R,Z)-2-(5-Fluoro-2-oxo-1,2-dihydro-indol-3-ylidenemethyl)-5-(2-hydroxy-3-morpholin-4-yl-propyl)-3-methyl-5,6,7,8-tetrahydro-1H-pyrrolo[3,2-c]azepin-4-one 5-(2-Hydroxy-3-morpholin-4-yl-propyl)-3-methyl-4-oxo-1,4,5,6,7,8-hexahydro-pyrrolo[3,2-c]azepine-2-carbaldehyde 53f (50 mg, 0.149 mmol) was dissolved in 261 μl of ethanol under stirring, and added with 5-fluoro-1,3-dihydro-indol-2-one (20.28 mg, 0.134 mmol) and piperidine (7.3 μl, 0.074 mmol) to the solution at room temperature. Upon completio... Starting materials: CC(C)(C)OC(=O)N1CC2CN(c3cncc(C(=O)Nc4cccc(Cl)c4)n3)CC2C1, ClCCl, O=C(O)C(F)(F)F. The product is O=C(Nc1cccc(Cl)c1)c1cncc(N2CC3CNCC3C2)n1, O=C(O)C(F)(F)F. Reaction SMILES: [Cl:1][c:2]1[cH:3][c:4]([NH:8][C:9](=[O:10])[c:11]2[cH:12][n:13][cH:14][c:15]([N:17]3[CH2:18][CH:19]4[CH:20]([CH2:21]3)[CH2:22][N:23]([C:25]([O:26][C:27]([CH3:28])([CH3:29])[CH3:30])=[O:31])[CH2:24]4)[n:16]2)[cH:5][cH:6][cH:7]1.[Cl:39][CH2:40][Cl:41].[F:32][C:33]([C:34](=[O:35])[OH:36])([F:37])[F:38]>>[Cl:1][c:2]1[cH:3][c:4]([NH:8][C:9](=[O:10])[c:11]2[cH:12][n:13][cH:14][c:15]([N:17]3[CH2:18][CH:19]4[CH:20]([CH2:21]3)[CH2:22][NH:23][CH2:24]4)[n:16]2)[cH:5][cH:6][cH:7]1.[F:32][C:33]([C:34](=[O:35])[OH:36])([F:37])[F:38].